Dataset: the Open Reaction Database (ORD), a public repository of structured organic reaction records. Task: describe an organic reaction: reactants, conditions, products, and yield Starting materials: BrC=1C=CC2=C(N=C(O2)C(=O)NC=2SC=C(C2C(=O)O)C2=CC=C(C=C2)Cl)C1 (2-(5-bromobenzo[d]oxazole-2-carboxamido)-4-(4-chlorophenyl) thiophene-3-carboxylic acid), C(#N)CC(=O)OCC (Ethyl cyanoacetate), COC=1C=C(C=C(C1OC)OC)C(C)=O (1-(3,4,5-trimethoxyphenyl)ethanone), N1CCOCC1 (Morpholine). Run in C1(=CC=CC=C1)C (toluene). Reaction conditions: temperature 80 celsius, time 12 hour. Yields the product NC=1SC=C(C1C(=O)OCC)C1=CC(=C(C(=C1)OC)OC)OC (ethyl 2-amino-4-(3,4,5-trimethoxyphenyl)thiophene-3-carboxylate). As a reaction SMILES: [C:1]([CH2:3][C:4]([O:6][CH2:7][CH3:8])=[O:5])#[N:2].[CH3:9][O:10][C:11]1[CH:12]=[C:13]([C:21](=O)[CH3:22])[CH:14]=[C:15]([O:19][CH3:20])[C:16]=1[O:17][CH3:18].N1CCOCC1.BrC1C=CC2OC(C(NC3[S:43]C=C(C4C=CC(Cl)=CC=4)C=3C(O)=O)=O)=NC=2C=1>C1(C)C=CC=CC=1>[NH2:2][C:1]1[S:43][CH:22]=[C:21]([C:13]2[CH:12]=[C:11]([O:10][CH3:9])[C:16]([O:17][CH3:18])=[C:15]([O:19][CH3:20])[CH:14]=2)[C:3]=1[C:4]([O:6][CH2:7][CH3:8])=[O:5]. Procedure: Ethyl cyanoacetate (5 mmol), and 1-(3,4,5-trimethoxyphenyl)ethanone (5 mmol) are dissolved in toluene (5 mL). Morpholine (5 mmol) is added followed by activated molecular sieves (4A). The reaction is stirred at 80° C. for 12 hours. The reaction is cooled to room temperature, filtered and concentrated. The residue is taken up in toluene (5 mL), ethanol (5 mL) and sulfur is added (0.16 g; 5 mmol). The reaction mixture is heated with mixing at 70° C. for 12 hours. The reaction is cooled to room tem... Reaction conditions: time 30 minute. As a reaction SMILES: [F:1][C:2]1[C:3]([N:19]2[C:28]3[C:23](=[C:24]([F:32])[C:25]([F:31])=[C:26]([F:30])[C:27]=3[F:29])[C:22](=[O:33])[C:21]([C:34]([O:36][CH2:37][CH3:38])=[O:35])=[CH:20]2)=[N:4][C:5]([NH:9]CC2C=CC(OC)=CC=2)=[C:6]([F:8])[CH:7]=1.FC(F)(F)C(O)=O>>[NH2:9][C:5]1[N:4]=[C:3]([N:19]2[C:28]3[C:23](=[C:24]([F:32])[C:25]([F:31])=[C:26]([F:30])[C:27]=3[F:29])[C:22](=[O:33])[C:21]([C:34]([O:36][CH2:37][CH3:38])=[O:35])=[CH:20]2)[C:2]([F:1])=[CH:7][C:6]=1[F:8]. Yield: 114.5%. Reactants: FC=1C(=NC(=C(C1)F)NCC1=CC=C(C=C1)OC)N1C=C(C(C2=C(C(=C(C(=C12)F)F)F)F)=O)C(=O)OCC (ethyl 1-[3,5-difluoro-6-(p-methoxybenzylamino)pyridine-2-yl]-5,6,7,8-tetrafluoro-4-oxo-1,4-dihydroquinoline-3-carboxylate), FC(C(=O)O)(F)F (trifluoroacetic acid). The product is NC1=C(C=C(C(=N1)N1C=C(C(C2=C(C(=C(C(=C12)F)F)F)F)=O)C(=O)OCC)F)F (ethyl 1-(6-amino-3,5-difluoropyridine-2-yl)-5,6,7,8-tetrafluoro-4-oxo-1,4-dihydroquinoline-3-carboxylate). Reported procedure: To 1080 mg of ethyl 1-[3,5-difluoro-6-(p-methoxybenzylamino)pyridine-2-yl]-5,6,7,8-tetrafluoro-4-oxo-1,4-dihydroquinoline-3-carboxylate was added 4 ml of trifluoroacetic acid, and the mixture was allowed to stand at room temperature for 30 minutes. The solution was concentrated under reduced pressure, and 4 ml of ethanol was added to the residue, and the solution was again concentrated under reduced pressure. The precipitate was dispersed in ethanol, collected by filtration, and washed with etha... Reactants: C(C)OC(=O)C=1C(=C2C(=C(N1)C1=CC=C(C=C1)C#N)SN=C2C2=CC=C(C=C2)F)O (7-(4-cyano-phenyl)-3-(4-fluoro-phenyl)-4-hydroxy-isothiazolo[5,4-c]pyridine-5-carboxylic acid ethyl ester), NCC(=O)O (glycine). Yields the product C(#N)C1=CC=C(C=C1)C=1N=C(C(=C2C1SN=C2C2=CC=C(C=C2)F)O)C(=O)NCC(=O)O ({[7-(4-Cyano-phenyl)-3-(4-fluoro-phenyl)-4-hydroxy-isothiazolo[5,4-c]pyridine-5-carbonyl]-amino}-acetic acid). Reaction SMILES: C(O[C:4]([C:6]1[C:7]([OH:30])=[C:8]2[C:22]([C:23]3[CH:28]=[CH:27][C:26]([F:29])=[CH:25][CH:24]=3)=[N:21][S:20][C:9]2=[C:10]([C:12]2[CH:17]=[CH:16][C:15]([C:18]#[N:19])=[CH:14][CH:13]=2)[N:11]=1)=[O:5])C.[NH2:31][CH2:32][C:33]([OH:35])=[O:34]>>[C:18]([C:15]1[CH:14]=[CH:13][C:12]([C:10]2[N:11]=[C:6]([C:4]([NH:31][CH2:32][C:33]([OH:35])=[O:34])=[O:5])[C:7]([OH:30])=[C:8]3[C:22]([C:23]4[CH:28]=[CH:27][C:26]([F:29])=[CH:25][CH:24]=4)=[N:21][S:20][C:9]=23)=[CH:17][CH:16]=1)#[N:19]. Procedure: The title compound was synthesized in analogy to Example 1 from 7-(4-cyano-phenyl)-3-(4-fluoro-phenyl)-4-hydroxy-isothiazolo[5,4-c]pyridine-5-carboxylic acid ethyl ester and glycine: MS (m/z) 447.1 (M−1). Starting materials: [BH4-], C1CCOC1, O=C(Cl)c1snc(Cl)c1Cl, [Na+], O, O=C(O)CC(O)(CC(=O)O)C(=O)O. Yields the product OCc1snc(Cl)c1Cl. Reaction SMILES: [BH4-:1].[CH2:3]1[O:4][CH2:5][CH2:6][CH2:7]1.[Cl:8][c:9]1[n:10][s:11][c:12]([C:15](=[O:16])[Cl:17])[c:13]1[Cl:14].[Na+:2].[OH2:31].[OH:18][C:19]([CH2:20][C:21]([C:22](=[O:23])[OH:24])([CH2:25][C:26](=[O:27])[OH:28])[OH:29])=[O:30]>>[Cl:8][c:9]1[n:10][s:11][c:12]([CH2:15][OH:16])[c:13]1[Cl:14].